This data is from the Open Reaction Database (ORD), a public repository of structured organic reaction records. The task is: describe an organic reaction: reactants, conditions, products, and yield As a reaction SMILES: [CH3:82][C:83](=[O:84])[CH3:85].[Na+:81].[O:1]([c:2]1[cH:3][cH:4][cH:5][cH:6][cH:7]1)[CH2:8][C:9](=[O:10])[NH:11][CH:12]1[C:13](=[O:50])[N:14]([CH:28]([C:29](=[O:30])[O:31][CH2:32][c:33]2[c:34]([Cl:46])[c:35]([O:44][CH3:45])[c:36]([O:42][CH3:43])[c:37]([O:40][CH3:41])[c:38]2[Cl:39])[C:47](=[CH2:48])[CH3:49])[CH:15]1[S:16][S:17][c:18]1[s:19][c:20]2[cH:21][cH:22][cH:23][c:24]([CH3:25])[c:26]2[n:27]1.[OH2:71].[c:51]1([S:57](=[O:58])([O:59][c:61]2[s:62][c:63]3[cH:64][cH:65][cH:66][c:67]([CH3:68])[c:69]3[n:70]2)=[S:60])[cH:52][cH:53][cH:54][cH:55][cH:56]1.[c:72]1([S:73]([O-:74])=[O:75])[cH:76][cH:77][cH:78][cH:79][cH:80]1>>[O:1]([c:2]1[cH:3][cH:4][cH:5][cH:6][cH:7]1)[CH2:8][C:9](=[O:10])[NH:11][CH:12]1[C:13](=[O:50])[N:14]([CH:28]([C:29](=[O:30])[O:31][CH2:32][c:33]2[c:34]([Cl:46])[c:35]([O:44][CH3:45])[c:36]([O:42][CH3:43])[c:37]([O:40][CH3:41])[c:38]2[Cl:39])[C:47](=[CH2:48])[CH3:49])[CH:15]1[S:16][S:57]([c:51]1[cH:52][cH:53][cH:54][cH:55][cH:56]1)(=[O:58])=[O:59]. Starting materials: CC(C)=O, [Na+], C=C(C)C(C(=O)OCc1c(Cl)c(OC)c(OC)c(OC)c1Cl)N1C(=O)C(NC(=O)COc2ccccc2)C1SSc1nc2c(C)cccc2s1, O, Cc1cccc2sc(OS(=O)(=S)c3ccccc3)nc12, O=S([O-])c1ccccc1. Yields the product C=C(C)C(C(=O)OCc1c(Cl)c(OC)c(OC)c(OC)c1Cl)N1C(=O)C(NC(=O)COc2ccccc2)C1SS(=O)(=O)c1ccccc1. Reactants: C(C1=CC=CC=C1)OC1=C(C(=NC2=CC=CC=C12)/C=C/C1CCN(CC1)C(=O)OCC1=CC=CC=C1)C (benzyl 4-{(E)-2-[4-(benzyloxy)-3-methylquinolin-2-yl]vinyl}piperidine-1-carboxylate), C1CCOC1 (THF). The reagents and catalysts are [Pd] (palladium-activated carbon). Run in C(C)O (ethanol). Reaction conditions: time 4 hour. Product: CC1=C(NC2=CC=CC=C2C1=O)CCC1CCNCC1 (3-methyl-2-(2-piperidin-4-ylethyl)quinolin-4(1H)-one). Isolated yield 91.3%. RXN SMILES: C([O:8][C:9]1[C:18]2[C:13](=[CH:14][CH:15]=[CH:16][CH:17]=2)[N:12]=[C:11](/[CH:19]=[CH:20]/[CH:21]2[CH2:26][CH2:25][N:24](C(OCC3C=CC=CC=3)=O)[CH2:23][CH2:22]2)[C:10]=1[CH3:37])C1C=CC=CC=1.C1COCC1>[Pd].C(O)C>[CH3:37][C:10]1[C:9](=[O:8])[C:18]2[C:13](=[CH:14][CH:15]=[CH:16][CH:17]=2)[NH:12][C:11]=1[CH2:19][CH2:20][CH:21]1[CH2:26][CH2:25][NH:24][CH2:23][CH2:22]1. Reported procedure: To a mixture of benzyl 4-{(E)-2-[4-(benzyloxy)-3-methylquinolin-2-yl]vinyl}piperidine-1-carboxylate (978 mg), THF (6 mL) and ethanol (6 mL) was added 10% palladium-activated carbon (200 mg) under nitrogen atmosphere. The mixture was stirred at room temperature under hydrogen atmosphere of 3 atms, for 4 hours. The catalyst was removed by filtration, and the filtrate was concentrated under reduced pressure. The resulting residue was purified by silica gel column chromatography (Fuji Silysia Chemic... Starting materials: OO (H2O2), crude product, C(CCC)C=1NC(=CN1)CO (2-n-butyl-5-hydroxymethylimidazole), [Bi] (bismuth), [OH-].[Na+] (NaOH). The reagents and catalysts are [Pt] (platinum). Solvent: O (H2O). The product is C(CCC)C=1NC(=CN1)C=O (2-n-butyl-5-formylimidazole). Yield: 100.0%. Reaction SMILES: [CH2:1]([C:5]1[NH:6][C:7]([CH2:10][OH:11])=[CH:8][N:9]=1)[CH2:2][CH2:3][CH3:4].[Bi].[OH-].[Na+].OO>[Pt].O>[CH2:1]([C:5]1[NH:6][C:7]([CH:10]=[O:11])=[CH:8][N:9]=1)[CH2:2][CH2:3][CH3:4] |f:2.3|. Procedure details: 2.0 g of 2-n-butyl-5-hydroxymethylimidazole, 0.3 g of 5 percent platinum and 5 percent bismuth on activated carbon (comprising 61.3 percent water), 13 ml of 1 N NaOH solution and 7 g of H2O were heated to about 60° C. with stirring. At 60° to 64° C., 3.4 g of 15 percent strength aqueous H2O2 solution was added dropwise over the course of 45 min. The reaction mixture was then allowed to react for 15 min and then filtered. The pH of the filtrate was adjusted from 13.4 to 9.0 using 20 percent H2SO4... Solvent: S(O)(O)(=O)=O (sulfuric acid), S(O)(O)(=O)=O (sulfuric acid). Reaction SMILES: [Cl:1][C:2]1[CH:3]=[C:4]([CH:11]=[CH:12][C:13]=1[F:14])[N:5]([CH2:9][CH3:10])[C:6](=[O:8])[CH3:7].[N+:15]([O-])([O-:17])=[O:16].[K+]>S(=O)(=O)(O)O>[Cl:1][C:2]1[C:13]([F:14])=[CH:12][C:11]([N+:15]([O-:17])=[O:16])=[C:4]([CH:3]=1)[N:5]([CH2:9][CH3:10])[C:6](=[O:8])[CH3:7] |f:1.2|. Yields the product ClC=1C(=CC(=C(N(C(C)=O)CC)C1)[N+](=O)[O-])F (5'-chloro-N-ethyl-4'-fluoro-2'-nitroacetanilide). Procedure: 3'-Chloro-N-ethyl-4'-fluoroacetanilide (101 g, 0.468 mmol) is dissolved in conc. sulfuric acid (300 ml). A solution of potassium nitrate (57 g, 0.564 mol) in conc. sulfuric acid (220 ml) is added dropwise thereto at 5°. The solution obtained is stirred overnight, then poured on to ice/water and extracted with ethyl acetate (2×200 ml). The organic phase is washed in succession with water (200 ml), saturated sodium bicarbonate solution (100 ml) and saturated sodium chloride solution (100 ml). The ... Yield: 61319.6%. Starting materials: [N+](=O)([O-])[O-].[K+] (potassium nitrate), ClC=1C=C(N(C(C)=O)CC)C=CC1F (3'-Chloro-N-ethyl-4'-fluoroacetanilide), ice water. Run at time 8 hour. Reactants: solution, [F-].C(CCC)[N+](CCCC)(CCCC)CCCC (tetrabutylammonium fluoride), C1(=CC=CC=2C(=CC=CC12)S(=O)(=O)O)S(=O)(=O)O (naphthalene-1,5-disulfonic acid), [Si](C)(C)(C(C)(C)C)O[C@@H](CNCCCCCCCCCN1CCC(CC1)OC(NC1=C(C=CC=C1)C1=CC=CC=C1)=O)C1=C2C=CC(NC2=C(C=C1)O)=O (biphenyl-2-yl-carbamic acid 1-{9-[(R)-2-(tert-butyldimethylsilanyloxy)-2-(8-hydroxy-2-oxo-1,2-dihydroquinolin-5-yl)ethylamino]nonyl}piperidin-4-yl ester). The solvent is C1CCOC1 (THF), CO (methanol), C1CCOC1 (THF). Run at temperature 30 celsius, time 2 hour. Product: C1(=CC=CC=2C(=CC=CC12)S(=O)(=O)O)S(=O)(=O)O.O[C@@H](CNCCCCCCCCCN1CCC(CC1)OC(NC1=C(C=CC=C1)C1=CC=CC=C1)=O)C1=C2C=CC(NC2=C(C=C1)O)=O (Biphenyl-2-ylcarbamic Acid 1-{9-[(R)-2-Hydroxy-2-(8-Hydroxy-2-oxo-1,2-dihydroquinolin-5-yl)ethylamino]nonyl}piperidin-4-yl Ester Naphthalene-1,5-disulfonic Acid Salt). Isolated yield 58.2%. RXN SMILES: [Si]([O:8][C@H:9]([C:43]1[CH:52]=[CH:51][C:50]([OH:53])=[C:49]2[C:44]=1[CH:45]=[CH:46][C:47](=[O:54])[NH:48]2)[CH2:10][NH:11][CH2:12][CH2:13][CH2:14][CH2:15][CH2:16][CH2:17][CH2:18][CH2:19][CH2:20][N:21]1[CH2:26][CH2:25][CH:24]([O:27][C:28](=[O:42])[NH:29][C:30]2[CH:35]=[CH:34][CH:33]=[CH:32][C:31]=2[C:36]2[CH:41]=[CH:40][CH:39]=[CH:38][CH:37]=2)[CH2:23][CH2:22]1)(C(C)(C)C)(C)C.[F-].C([N+](CCCC)(CCCC)CCCC)CCC.[C:73]1([S:87]([OH:90])(=[O:89])=[O:88])[C:82]2[CH:81]=[CH:80][CH:79]=[C:78]([S:83]([OH:86])(=[O:85])=[O:84])[C:77]=2[CH:76]=[CH:75][CH:74]=1>C1COCC1.CO>[C:73]1([S:87]([OH:90])(=[O:89])=[O:88])[C:82]2[CH:81]=[CH:80][CH:79]=[C:78]([S:83]([OH:86])(=[O:85])=[O:84])[C:77]=2[CH:76]=[CH:75][CH:74]=1.[OH:8][C@H:9]([C:43]1[CH:52]=[CH:51][C:50]([OH:53])=[C:49]2[C:44]=1[CH:45]=[CH:46][C:47](=[O:54])[NH:48]2)[CH2:10][NH:11][CH2:12][CH2:13][CH2:14][CH2:15][CH2:16][CH2:17][CH2:18][CH2:19][CH2:20][N:21]1[CH2:22][CH2:23][CH:24]([O:27][C:28](=[O:42])[NH:29][C:30]2[CH:35]=[CH:34][CH:33]=[CH:32][C:31]=2[C:36]2[CH:37]=[CH:38][CH:39]=[CH:40][CH:41]=2)[CH2:25][CH2:26]1 |f:1.2,6.7|. Procedure: To a 500-mL round-bottomed flask was added the crude biphenyl-2-yl-carbamic acid 1-{9-[(R)-2-(tert-butyldimethylsilanyloxy)-2-(8-hydroxy-2-oxo-1,2-dihydroquinolin-5-yl)ethylamino]nonyl}piperidin-4-yl ester (16 g, 18.5 mmol) and THF (100 mL) and the resulting mixture was stirred until the compound dissolved (about 10 min). A 1M solution of tetrabutylammonium fluoride (37 μL, 37 mmol) in THF was added and the resulting mixture was stirred at 40° C. under nitrogen for 6 to 7 hours (>98% conversion ... Starting materials: C#CC(C)(C)C, CCBr, CC, Cc1ccccc1, C=CC=O, I, [Mg], C1CCOC1. Product: C=CC(O)C#CC(C)(C)C. Reaction SMILES: [C:6]([CH3:7])([CH3:8])([CH3:9])[C:10]#[CH:11].[CH2:3]([Br:4])[CH3:5].[CH3:12][CH3:13].[CH3:18][c:19]1[cH:20][cH:21][cH:22][cH:23][cH:24]1.[CH:14](=[O:15])[CH:16]=[CH2:17].[I:2].[Mg:1].[O:25]1[CH2:26][CH2:27][CH2:28][CH2:29]1>>[C:6]([CH3:7])([CH3:8])([CH3:9])[C:10]#[C:11][CH:14]([OH:15])[CH:16]=[CH2:17]. The product is FC1=CC=C(C=C1)/C=C/C1=CC=C(C=C1)S(=O)[O-].[Na+] (sodium 4-[(E)-2-(4-fluorophenyl)vinyl]benzenesulfinate). The yield is 96.7%. Run in CCCC(C)C (isohexane), CCOCC (Et2O), C1CCOC1 (THF), CO (MeOH). Reaction SMILES: [F:1][C:2]1[CH:7]=[CH:6][C:5](/[CH:8]=[CH:9]/[C:10]2[CH:15]=[CH:14][C:13]([S:16](CCC#N)(=[O:18])=[O:17])=[CH:12][CH:11]=2)=[CH:4][CH:3]=1.C[O-].[Na+:25]>C1COCC1.CO.CCCC(C)C.CCOCC>[F:1][C:2]1[CH:3]=[CH:4][C:5](/[CH:8]=[CH:9]/[C:10]2[CH:15]=[CH:14][C:13]([S:16]([O-:18])=[O:17])=[CH:12][CH:11]=2)=[CH:6][CH:7]=1.[Na+:25] |f:1.2,7.8|. Reactants: FC1=CC=C(C=C1)/C=C/C1=CC=C(C=C1)S(=O)(=O)CCC#N (3-({4-[(E)-2-(4-fluorophenyl)vinyl]phenyl}sulfonyl)propanenitrile), C[O-].[Na+] (sodium methoxide). Reported procedure: To a mixture of 3-({4-[(E)-2-(4-fluorophenyl)vinyl]phenyl}sulfonyl)propanenitrile (Step 2, 75 g, 0.24 mol) in THF (1 L) and MeOH (500 mL) was added sodium methoxide (13 g, 0.24 mol). The mixture was stirred for 1 h at room temperature then diluted with isohexane and Et2O. The solid was filtered off, triturated with isohexane and dried under vacuum to give sodium 4-[(E)-2-(4-fluorophenyl)vinyl]benzenesulfinate (66 g). δH (500 MHz, d6 DMSO): 7.65 (2H, t, J 6.8), 7.53 (2H, d, J 7.8), 7.45 (2H, d, J... Run at time 1 hour. The reactants are CCOC(C)=O, CCOC(=O)c1c[nH]nc1C(F)(F)F, CCCCCC, O=C(CCl)N1CCN(c2ccc(F)cc2)CC1, [K+], [K+], O=C([O-])[O-], CN(C)C=O. The product is CCOC(=O)c1cn(CC(=O)N2CCN(c3ccc(F)cc3)CC2)nc1C(F)(F)F. As a reaction SMILES: [C:43]([O:44][CH2:45][CH3:46])(=[O:47])[CH3:48].[CH2:1]([CH3:2])[O:3][C:4](=[O:5])[c:6]1[c:7]([C:11]([F:12])([F:13])[F:14])[n:8][nH:9][cH:10]1.[CH3:49][CH2:50][CH2:51][CH2:52][CH2:53][CH3:54].[Cl:21][CH2:22][C:23](=[O:24])[N:25]1[CH2:26][CH2:27][N:28]([c:31]2[cH:32][cH:33][c:34]([F:37])[cH:35][cH:36]2)[CH2:29][CH2:30]1.[K+:15].[K+:16].[O-:17][C:18]([O-:19])=[O:20].[O:38]=[CH:39][N:40]([CH3:41])[CH3:42]>>[CH2:1]([CH3:2])[O:3][C:4](=[O:5])[c:6]1[c:7]([C:11]([F:12])([F:13])[F:14])[n:8][n:9]([CH2:22][C:23](=[O:24])[N:25]2[CH2:26][CH2:27][N:28]([c:31]3[cH:32][cH:33][c:34]([F:37])[cH:35][cH:36]3)[CH2:29][CH2:30]2)[cH:10]1.